This data is from the Open Reaction Database (ORD), a public repository of structured organic reaction records. The task is: describe an organic reaction: reactants, conditions, products, and yield The reactants are C1(=C(C(=CC(=C1)C)C)N=CC1=NC(=CC=C1)C1=C(C=CC2=CC=CC=C12)CNC1=C(C=CC=C1)C)C (mesityl{[6-(2-{[(2-methylphenyl)amino]methyl}-1-naphthyl)pyridin-2-yl]methylene}amine), CO (methanol), [BH3-]C#N.[Na+] (NaBH3CN), yellow oil. The reagents and catalysts are C(=O)O (formic acid). Run in O (water). The product is CC1=C(NCC2=NC(=CC=C2)C2=C(C=CC3=CC=CC=C23)CNC2=C(C=CC=C2)C)C(=CC(=C1)C)C (2,4,6-Trimethyl-N-{[6-(2-{[(2-methylphenyl)amino]methyl}-1-naphthyl)pyridin-2-yl]methyl}aniline). RXN SMILES: [C:1]1([CH3:36])[CH:6]=[C:5]([CH3:7])[CH:4]=[C:3]([CH3:8])[C:2]=1[N:9]=[CH:10][C:11]1[CH:16]=[CH:15][CH:14]=[C:13]([C:17]2[C:26]3[C:21](=[CH:22][CH:23]=[CH:24][CH:25]=3)[CH:20]=[CH:19][C:18]=2[CH2:27][NH:28][C:29]2[CH:34]=[CH:33][CH:32]=[CH:31][C:30]=2[CH3:35])[N:12]=1.CO.[BH3-]C#N.[Na+]>C(O)=O.O>[CH3:36][C:1]1[CH:6]=[C:5]([CH3:7])[CH:4]=[C:3]([CH3:8])[C:2]=1[NH:9][CH2:10][C:11]1[CH:16]=[CH:15][CH:14]=[C:13]([C:17]2[C:26]3[C:21](=[CH:22][CH:23]=[CH:24][CH:25]=3)[CH:20]=[CH:19][C:18]=2[CH2:27][NH:28][C:29]2[CH:34]=[CH:33][CH:32]=[CH:31][C:30]=2[CH3:35])[N:12]=1 |f:2.3|. Procedure: To a solution of 1.25 g (2.67 mmol) of mesityl{[6-(2-{[(2-methylphenyl)amino]methyl}-1-naphthyl)pyridin-2-yl]methylene}amine in 20 ml of methanol 0.27 g (4.30 mmol) of NaBH3CN was added in one portion followed by addition of three drops of 88% formic acid. The reaction mixture was refluxed for 1 h and then poured into 50 ml of water. The crude product was extracted with 2×20 ml of ether. The organic extract was washed by 2×30 ml of water, dried over K2CO3, and then evaporated to dryness. The pro... Procedure: A mixture of 3-[3-(2-chloro-4-pyrimidinyl)imidazo[1,2-a]pyridin-2-yl]-N-(2,6-difluorophenyl)benzamide (Intermediate Example 1) (0.10 g, 0.22 mmol), 2-(ethyloxy)-4-{4-[4-(methylsulfonyl)-1-piperazinyl]-1-piperidinyl}aniline (Example 222, Step D) (0.083 g, 0.22 mmol) and para-toluenesulfonic acid (0.099 g, 0.52 mmol) in i-PrOH (5 mL) was heated in a microwave at 175° C. for 25 min. The reaction mixture was concentrated onto silica gel and purified by flash chromatography. Recrystallization from DC... Run at temperature 175 celsius. Isolated yield 61.9%. RXN SMILES: Cl[C:2]1[N:7]=[C:6]([C:8]2[N:12]3[CH:13]=[CH:14][CH:15]=[CH:16][C:11]3=[N:10][C:9]=2[C:17]2[CH:18]=[C:19]([CH:31]=[CH:32][CH:33]=2)[C:20]([NH:22][C:23]2[C:28]([F:29])=[CH:27][CH:26]=[CH:25][C:24]=2[F:30])=[O:21])[CH:5]=[CH:4][N:3]=1.[CH2:34]([O:36][C:37]1[CH:43]=[C:42]([N:44]2[CH2:49][CH2:48][CH:47]([N:50]3[CH2:55][CH2:54][N:53]([S:56]([CH3:59])(=[O:58])=[O:57])[CH2:52][CH2:51]3)[CH2:46][CH2:45]2)[CH:41]=[CH:40][C:38]=1[NH2:39])[CH3:35].C1(C)C=CC(S(O)(=O)=O)=CC=1>CC(O)C>[F:30][C:24]1[CH:25]=[CH:26][CH:27]=[C:28]([F:29])[C:23]=1[NH:22][C:20](=[O:21])[C:19]1[CH:31]=[CH:32][CH:33]=[C:17]([C:9]2[N:10]=[C:11]3[CH:16]=[CH:15][CH:14]=[CH:13][N:12]3[C:8]=2[C:6]2[CH:5]=[CH:4][N:3]=[C:2]([NH:39][C:38]3[CH:40]=[CH:41][C:42]([N:44]4[CH2:49][CH2:48][CH:47]([N:50]5[CH2:55][CH2:54][N:53]([S:56]([CH3:59])(=[O:58])=[O:57])[CH2:52][CH2:51]5)[CH2:46][CH2:45]4)=[CH:43][C:37]=3[O:36][CH2:34][CH3:35])[N:7]=2)[CH:18]=1. The reactants are ClC1=NC=CC(=N1)C1=C(N=C2N1C=CC=C2)C=2C=C(C(=O)NC1=C(C=CC=C1F)F)C=CC2 (3-[3-(2-chloro-4-pyrimidinyl)imidazo[1,2-a]pyridin-2-yl]-N-(2,6-difluorophenyl)benzamide), C(C)OC1=C(N)C=CC(=C1)N1CCC(CC1)N1CCN(CC1)S(=O)(=O)C (2-(ethyloxy)-4-{4-[4-(methylsulfonyl)-1-piperazinyl]-1-piperidinyl}aniline), C1(=CC=C(C=C1)S(=O)(=O)O)C (para-toluenesulfonic acid). Yields the product FC1=C(C(=CC=C1)F)NC(C1=CC(=CC=C1)C=1N=C2N(C=CC=C2)C1C1=NC(=NC=C1)NC1=C(C=C(C=C1)N1CCC(CC1)N1CCN(CC1)S(=O)(=O)C)OCC)=O (N-(2,6-difluorophenyl)-3-(3-{2-[(2-(ethyloxy)-4-{4-[4-(methylsulfonyl)-1-piperazinyl]-1-piperidinyl}phenyl)amino]-4-pyrimidinyl}imidazo[1,2-a]pyridin-2-yl)benzamide). The solvent is CC(C)O (i-PrOH).